Dataset: the Open Reaction Database (ORD), a public repository of structured organic reaction records. Task: describe an organic reaction: reactants, conditions, products, and yield Starting materials: O=C1OCc2ccccc21, CN([SiH](C)C)[Si](C)(C)C, O=C1Cc2cc(F)ccc2N1, [Na], CN(C)C=O. Product: O=C1Nc2ccc(F)cc2C1=C1OCc2ccccc21. Reaction SMILES: [C:12]1(=[O:13])[O:14][CH2:15][c:16]2[cH:17][cH:18][cH:19][cH:20][c:21]21.[CH3:22][SiH:23]([CH3:24])[N:25]([CH3:26])[Si:27]([CH3:28])([CH3:29])[CH3:30].[F:1][c:2]1[cH:3][c:4]2[c:8]([cH:9][cH:10]1)[NH:7][C:6](=[O:11])[CH2:5]2.[Na:31].[O:32]=[CH:33][N:34]([CH3:35])[CH3:36]>>[F:1][c:2]1[cH:3][c:4]2[c:8]([cH:9][cH:10]1)[NH:7][C:6](=[O:11])[C:5]2=[C:12]1[O:14][CH2:15][c:16]2[cH:17][cH:18][cH:19][cH:20][c:21]21. The reactants are [H-].[Na+] (sodium hydride), Cl.ClC1=C(C=CC=C1)CCCN[C@H](C)C1=CC(=CC=C1)O ((R)-N-[3-(2-chlorophenyl)propyl]-1-(3-hydroxyphenyl)ethylamine hydrochloride), ICC (iodoethane). Procedure details: A solution of NPS R-568 (30.3 g 100 mmol) in dichloromethane at −78° C. was treated dropwise with borontribromide (50 g, 200 mmol). The reaction 40 was stirred 1 hr at rt and poured over ice. The hydrobromide was extracted from the aqueous phase with chloroform. The chloroform solubles were then washed (4×100 ml) with 50% HCl. The chloroform wash was dried over anhydrous magnesium sulfate and concentrated to afford (R)-N-[3-(2-chlorophenyl)propyl]-1-(3-hydroxyphenyl)ethylamine hydrochloride as a... The solvent is CN(C=O)C (dimethylformamide), C(Cl)(Cl)Cl (chloroform). Yields the product ClC1=C(C=CC=C1)CCCN[C@H](C)C1=CC(=CC=C1)OCC ((R)-N-[3-(2-chlorophenyl)propyl]-1-(3-ethoxyphenyl)ethylamine), 6T. Reaction SMILES: [H-].[Na+].Cl.[Cl:4][C:5]1[CH:10]=[CH:9][CH:8]=[CH:7][C:6]=1[CH2:11][CH2:12][CH2:13][NH:14][C@@H:15]([C:17]1[CH:22]=[CH:21][CH:20]=[C:19]([OH:23])[CH:18]=1)[CH3:16].I[CH2:25][CH3:26]>CN(C)C=O.C(Cl)(Cl)Cl>[Cl:4][C:5]1[CH:10]=[CH:9][CH:8]=[CH:7][C:6]=1[CH2:11][CH2:12][CH2:13][NH:14][C@@H:15]([C:17]1[CH:22]=[CH:21][CH:20]=[C:19]([O:23][CH2:25][CH3:26])[CH:18]=1)[CH3:16] |f:0.1,2.3|. Run at time 1 hour.